This data is from the Open Reaction Database (ORD), a public repository of structured organic reaction records. The task is: describe an organic reaction: reactants, conditions, products, and yield The reactants are O=[N+]([O-])c1c[nH]c(Cl)n1, [Na+], Cc1ccc(S(=O)(=O)OCC2CO2)cc1, C1CCOC1, O=C([O-])O. Product: O=[N+]([O-])c1cn(CC2CO2)c(Cl)n1. Reaction SMILES: [Cl:1][c:2]1[nH:3][cH:4][c:5]([N+:7](=[O:8])[O-:9])[n:6]1.[Na+:25].[O:10]([S:11]([c:12]1[cH:13][cH:14][c:15]([CH3:16])[cH:17][cH:18]1)(=[O:19])=[O:20])[CH2:21][CH:22]1[CH2:23][O:24]1.[O:30]1[CH2:31][CH2:32][CH2:33][CH2:34]1.[OH:26][C:27](=[O:28])[O-:29]>>[Cl:1][c:2]1[n:3]([CH2:21][CH:22]2[CH2:23][O:24]2)[cH:4][c:5]([N+:7](=[O:8])[O-:9])[n:6]1. The solvent is CCCCCC. The reagents and catalysts are O1B(OC(C)(C)C1(C)C)B2OC(C)(C)C(O2)(C)C, [Ni](=C1N(C=CN1C=2C(=CC(=CC2C)C)C)C=3C(=CC(=CC3C)C)C)=C4N(C=CN4C=5C(=CC(=CC5C)C)C)C=6C(=CC(=CC6C)C)C. Product: FC1=CC=CC=2NC=C(B3OC(C)(C)C(O3)(C)C)C12. The yield is 76.0%. Reactants: FC1=CC=CC=2NC=CC12. Conditions: temperature 60 celsius, time 4 hour.